Task: describe an organic reaction: reactants, conditions, products, and yield. Dataset: the Open Reaction Database (ORD), a public repository of structured organic reaction records Reactants: ClC1=CC=C(C=C1)C(=CC(=O)NCC(=O)OCC)C1=CC=C(C=C1)Cl (ethyl N-[3,3-bis(p-chlorophenyl)acryloyl]glycinate), Cl (hydrochloric acid), [OH-].[Na+] (sodium hydroxide), C(C)O (ethanol). Solvent: O (water), O (water). Product: ClC1=CC=C(C=C1)C(=CC(=O)NCC(=O)O)C1=CC=C(C=C1)Cl (N-[3,3-Bis(p-chlorophenyl)acryloyl]glycine). RXN SMILES: [Cl:1][C:2]1[CH:7]=[CH:6][C:5]([C:8]([C:19]2[CH:24]=[CH:23][C:22]([Cl:25])=[CH:21][CH:20]=2)=[CH:9][C:10]([NH:12][CH2:13][C:14]([O:16]CC)=[O:15])=[O:11])=[CH:4][CH:3]=1.[OH-].[Na+].C(O)C.Cl>O>[Cl:1][C:2]1[CH:3]=[CH:4][C:5]([C:8]([C:19]2[CH:20]=[CH:21][C:22]([Cl:25])=[CH:23][CH:24]=2)=[CH:9][C:10]([NH:12][CH2:13][C:14]([OH:16])=[O:15])=[O:11])=[CH:6][CH:7]=1 |f:1.2|. Procedure: A mixture of 1.0 g. of ethyl N-[3,3-bis(p-chlorophenyl)acryloyl]glycinate, 106 mg. of sodium hydroxide, 18 ml. of ethanol, and 2 ml. of water is stirred under reflux for one hour, allowed to cool, diluted with 80 ml. of water, and acidified with 20 ml. of 1N hydrochloric acid. The solid is collected, dried in vacuo at 50° C., and then stirred with 50 ml. of dichloromethane and 50 ml. of water. The solid which fails to dissolve is collected and dried at 50° C., giving 150 mg. of the desired produ... Starting materials: N#CNC(=NCCCOc1cccc(CN2CCCCC2)c1)Oc1ccccc1, CCOC(C)=O, CN(CCCN)CCC(c1ccc(Cl)cc1)c1ccccn1. Yields the product CN(CCCNC(=NCCCOc1cccc(CN2CCCCC2)c1)NC#N)CCC(c1ccc(Cl)cc1)c1ccccn1. Reaction SMILES: [C:23](#[N:24])[NH:25][C:26]([O:27][c:28]1[cH:29][cH:30][cH:31][cH:32][cH:33]1)=[N:34][CH2:35][CH2:36][CH2:37][O:38][c:39]1[cH:40][c:41]([CH2:45][N:46]2[CH2:47][CH2:48][CH2:49][CH2:50][CH2:51]2)[cH:42][cH:43][cH:44]1.[CH3:52][CH2:53][O:54][C:55](=[O:56])[CH3:57].[Cl:1][c:2]1[cH:3][cH:4][c:5]([CH:8]([CH2:9][CH2:10][N:11]([CH2:12][CH2:13][CH2:14][NH2:15])[CH3:16])[c:17]2[n:18][cH:19][cH:20][cH:21][cH:22]2)[cH:6][cH:7]1>>[Cl:1][c:2]1[cH:3][cH:4][c:5]([CH:8]([CH2:9][CH2:10][N:11]([CH2:12][CH2:13][CH2:14][NH:15][C:26]([NH:25][C:23]#[N:24])=[N:34][CH2:35][CH2:36][CH2:37][O:38][c:39]2[cH:40][c:41]([CH2:45][N:46]3[CH2:47][CH2:48][CH2:49][CH2:50][CH2:51]3)[cH:42][cH:43][cH:44]2)[CH3:16])[c:17]2[n:18][cH:19][cH:20][cH:21][cH:22]2)[cH:6][cH:7]1.